describe an organic reaction: reactants, conditions, products, and yield From a dataset of the Open Reaction Database (ORD), a public repository of structured organic reaction records. Reactants: C=CCOC(=O)OC(C)C1C(=O)N(Cc2ccc(OC)cc2)C1OC(C)=O, CC#N, [Ce+4], O=[N+]([O-])[O-], O=[N+]([O-])[O-], O=[N+]([O-])[O-], O=[N+]([O-])[O-], O=[N+]([O-])[O-], [NH4+], O. The product is C=CCOC(=O)OC(C)C1C(=O)NC1OC(C)=O. Reaction SMILES: [CH3:23][O:24][c:25]1[cH:26][cH:27][c:28]([CH2:29][N:30]2[C:31](=[O:47])[CH:32]([CH:38]([CH3:39])[O:40][C:41](=[O:42])[O:43][CH2:44][CH:45]=[CH2:46])[CH:33]2[O:34][C:35]([CH3:36])=[O:37])[cH:48][cH:49]1.[CH3:51][C:52]#[N:53].[Ce+4:6].[N+:11]([O-:12])([O-:13])=[O:14].[N+:15]([O-:16])([O-:17])=[O:18].[N+:19]([O-:20])([O-:21])=[O:22].[N+:1]([O-:2])([O-:3])=[O:4].[N+:7]([O-:8])([O-:9])=[O:10].[NH4+:5].[OH2:50]>>[NH:30]1[C:31](=[O:47])[CH:32]([CH:38]([CH3:39])[O:40][C:41](=[O:42])[O:43][CH2:44][CH:45]=[CH2:46])[CH:33]1[O:34][C:35]([CH3:36])=[O:37]. Reactants: C1(=CC=CC=C1)C1CCNCC1 (4-phenyl-piperidine), C(C)(=O)O[BH-](OC(C)=O)OC(C)=O.[Na+] (sodium triacetoxyborohydride), COC(CC1=CC(=CC=C1)C=O)=O ((3-Formyl-phenyl)-acetic acid methyl ester), C(C)(=O)O (acetic acid). Solvent: ClCCl (dichloromethane). Run at temperature 0 celsius, time 1 hour. Product: CCCC(C)C (iso-hexane), B[N+]1(CCC(CC1)C1=CC=CC=C1)CC1=CC(=CC=C1)CCO (1-Boranyl-1-[3-(2-hydroxy-ethyl)-benzyl]-4-phenyl-piperidinium). Reaction SMILES: CO[C:3](=[O:13])[CH2:4][C:5]1[CH:10]=[CH:9][CH:8]=[C:7]([CH:11]=O)[CH:6]=1.C(O)(=O)C.[C:18]1([CH:24]2[CH2:29][CH2:28][NH:27][CH2:26][CH2:25]2)[CH:23]=[CH:22][CH:21]=[CH:20][CH:19]=1.C(O[BH-:34](OC(=O)C)OC(=O)C)(=O)C.[Na+]>ClCCl>[CH3:8][CH2:7][CH2:6][CH:5]([CH3:10])[CH3:4].[BH2:34][N+:27]1([CH2:11][C:7]2[CH:8]=[CH:9][CH:10]=[C:5]([CH2:4][CH2:3][OH:13])[CH:6]=2)[CH2:26][CH2:25][CH:24]([C:18]2[CH:23]=[CH:22][CH:21]=[CH:20][CH:19]=2)[CH2:29][CH2:28]1 |f:3.4|. Reported procedure: (3-Formyl-phenyl)-acetic acid methyl ester (0.64 g), acetic acid (0.18 mL) and 4-phenyl-piperidine (0.48 mL) were combined in dichloromethane (10 mL). After 1 hour, sodium triacetoxyborohydride (0.95 g) was added and the reaction stirred overnight. After 24 hours, the solvent was evaporated. The resultant residue was loaded onto a conditioned SCX cartridge (10 g, Varian) and washed with methanol (50 mL), then eluted with methanolic ammonia solution (2M, 50 mL). The elution fraction was evaporate... Product: Cc1cc(Br)cc(C)c1C(=O)O. Starting materials: Cc1cc(Br)cc(C)c1C#N, CO, [Na+], [OH-]. RXN SMILES: [Br:1][c:2]1[cH:3][c:4]([CH3:11])[c:5]([C:6]#[N:7])[c:8]([CH3:10])[cH:9]1.[CH3:14][OH:15].[Na+:13].[OH-:12]>>[Br:1][c:2]1[cH:3][c:4]([CH3:11])[c:5]([C:6](=[O:12])[OH:15])[c:8]([CH3:10])[cH:9]1. The reactants are C(C1=CC=CC=C1)O[C@H]1[C@@H](O[C@@H]([C@H]([C@@H]1OCC1=CC=CC=C1)OCC1=CC=CC=C1)COCC1=CC=CC=C1)C1=CC2=C(S1)C=CC=C2CCC2=CC=CC=C2 (2-(2,3,4,6-tetra-O-benzyl-β-D-glucopyranosyl)-4-(2-phenylethyl)benzo[b]thiophene), C(C)S (ethanethiol), C([O-])([O-])=O.[K+].[K+] (potassium carbonate). The solvent is ClCCl (dichloromethane). Conditions: time 3 hour. The product is [C@@H]1([C@H](O)[C@@H](O)[C@H](O)[C@H](O1)CO)C1=CC2=C(S1)C=CC=C2CCC2=CC=CC=C2 (2-(β-D-Glucopyranosyl)-4-(2-phenylethyl)benzo[b]thiophene). Isolated yield 30.8%. As a reaction SMILES: C([O:8][C@@H:9]1[C@@H:14]([O:15]CC2C=CC=CC=2)[C@H:13]([O:23]CC2C=CC=CC=2)[C@@H:12]([CH2:31][O:32]CC2C=CC=CC=2)[O:11][C@H:10]1[C:40]1[S:44][C:43]2[CH:45]=[CH:46][CH:47]=[C:48]([CH2:49][CH2:50][C:51]3[CH:56]=[CH:55][CH:54]=[CH:53][CH:52]=3)[C:42]=2[CH:41]=1)C1C=CC=CC=1.C(S)C.C(=O)([O-])[O-].[K+].[K+]>ClCCl>[C@@H:10]1([C:40]2[S:44][C:43]3[CH:45]=[CH:46][CH:47]=[C:48]([CH2:49][CH2:50][C:51]4[CH:56]=[CH:55][CH:54]=[CH:53][CH:52]=4)[C:42]=3[CH:41]=2)[O:11][C@H:12]([CH2:31][OH:32])[C@@H:13]([OH:23])[C@H:14]([OH:15])[C@H:9]1[OH:8] |f:2.3.4|. Procedure: To a solution of 2-(2,3,4,6-tetra-O-benzyl-β-D-glucopyranosyl)-4-(2-phenylethyl)benzo[b]thiophene (0.58 g) and ethanethiol (1.13 mL) in dichloromethane (10 mL) was added boron trifluoride diethyl ether complex (1.43 mL) at room temperature, and the mixture was stirred for 3 hours. A saturated potassium carbonate aqueous solution was added to the reaction mixture, and the mixture was extracted with ethyl acetate. The extract washed with brine and dried over anhydrous magnesium sulfate, and the so...